From a dataset of the Open Reaction Database (ORD), a public repository of structured organic reaction records. describe an organic reaction: reactants, conditions, products, and yield The reactants are C(C)OCC (Diethyl ether), C(#N)C=1C=C2C=C(C(NC2=CC1)C(F)(F)F)C(=O)OCC (ethyl 6-cyano-1,2-dihydro-2-(trifluoromethyl)-3-quinolinecarboxylate), Cl (hydrochloric acid), [OH-].[Li+] (lithium hydroxide). Run in CO.O1CCCC1.O (methanol tetrahydrofuran water). The product is C(#N)C=1C=C2C=C(C(NC2=CC1)C(F)(F)F)C(=O)O (6-cyano-1,2-dihydro-2-(trifluoromethyl)-3-quinolinecarboxylic acid). Reaction SMILES: [C:1]([C:3]1[CH:4]=[C:5]2[C:10](=[CH:11][CH:12]=1)[NH:9][CH:8]([C:13]([F:16])([F:15])[F:14])[C:7]([C:17]([O:19]CC)=[O:18])=[CH:6]2)#[N:2].[OH-].[Li+].Cl.C(OCC)C>CO.O1CCCC1.O>[C:1]([C:3]1[CH:4]=[C:5]2[C:10](=[CH:11][CH:12]=1)[NH:9][CH:8]([C:13]([F:15])([F:16])[F:14])[C:7]([C:17]([OH:19])=[O:18])=[CH:6]2)#[N:2] |f:1.2,5.6.7|. Reported procedure: To a suspension of ethyl 6-cyano-1,2-dihydro-2-(trifluoromethyl)-3-quinolinecarboxylate (140 mg, 0.45 mmol) in methanol-tetrahydrofuran-water (10 mL, 7:2:1) was added lithium hydroxide (76 mg, 0.91 mmol) and the mixture gently heated to reflux for two hours. The contents were cooled to room temperature and 1 N aqueous hydrochloric acid added until pH=1. The organic solvent was removed in vacuo to afford a suspension of crude yellow solid. Diethyl ether (20 mL) was added, and the solution was was... The reactants are ClCCl, O=C(OO)c1cccc(Cl)c1, [Na+], [Na+], O=S([O-])[O-], C=CCC(=O)N1CCC(C(=O)NC(CCCc2ccccc2)CCCc2ccccc2)CC1. Product: O=C(NC(CCCc1ccccc1)CCCc1ccccc1)C1CCN(C(=O)CC2CO2)CC1. Reaction SMILES: [CH2:51]([Cl:52])[Cl:53].[Cl:34][c:35]1[cH:36][cH:37][cH:38][c:39]([C:40]([O:41][OH:43])=[O:42])[cH:44]1.[Na+:49].[Na+:50].[S:45]([O-:46])([O-:47])=[O:48].[c:1]1([CH2:7][CH2:8][CH2:9][CH:10]([CH2:11][CH2:12][CH2:13][c:14]2[cH:15][cH:16][cH:17][cH:18][cH:19]2)[NH:20][C:21](=[O:22])[CH:23]2[CH2:24][CH2:25][N:26]([C:29]([CH2:30][CH:31]=[CH2:32])=[O:33])[CH2:27][CH2:28]2)[cH:2][cH:3][cH:4][cH:5][cH:6]1>>[c:1]1([CH2:7][CH2:8][CH2:9][CH:10]([CH2:11][CH2:12][CH2:13][c:14]2[cH:15][cH:16][cH:17][cH:18][cH:19]2)[NH:20][C:21](=[O:22])[CH:23]2[CH2:24][CH2:25][N:26]([C:29]([CH2:30][CH:31]3[CH2:32][O:42]3)=[O:33])[CH2:27][CH2:28]2)[cH:2][cH:3][cH:4][cH:5][cH:6]1. Product: COC=1C=CC=C2C(=C(NC12)C(=O)NC1=CC=C(C=C1)N1CCN(CC1)C(=O)[C@@H]1CC[C@H](CC1)C(=O)O)C (trans-4-(4-{4-[(7-methoxy-3-methyl-1H-indole-2-carbonyl)-amino]-phenyl}-piperazine-1-carbonyl)-cyclohexanecarboxylic acid). The reactants are C(C)(C)(C)OC(=O)N1CCN(CC1)C1=CC=C(C=C1)NC(=O)C=1NC2=C(C=CC=C2C1C)OC (4-{4-[(7-methoxy-3-methyl-1H-indole-2-carbonyl)-amino]-phenyl}-piperazine-1-carboxylic acid tert-butyl ester), COC(=O)[C@@H]1CC[C@H](CC1)C(=O)O (trans-cyclohexane-1,4-dicarboxylic acid monomethyl ester), O[Li].O (LiOH—H2O). Procedure details: With a procedure similar to the example above, trans-4-(4-{4-[(7-methoxy-3-methyl-1H-indole-2-carbonyl)-amino]-phenyl}-piperazine-1-carbonyl)-cyclohexanecarboxylic acid was prepared from 4-{4-[(7-methoxy-3-methyl-1H-indole-2-carbonyl)-amino]-phenyl}-piperazine-1-carboxylic acid tert-butyl ester and trans-cyclohexane-1,4-dicarboxylic acid monomethyl ester, followed by a standard LiOH—H2O saponification procedure to remove the methyl ester. LCMS calcd for C29H34N4O5 (m/e) 518, obsd 519 (M+H). RXN SMILES: C(O[C:6]([N:8]1[CH2:13][CH2:12][N:11]([C:14]2[CH:19]=[CH:18][C:17]([NH:20][C:21]([C:23]3[NH:24][C:25]4[C:30]([C:31]=3[CH3:32])=[CH:29][CH:28]=[CH:27][C:26]=4[O:33][CH3:34])=[O:22])=[CH:16][CH:15]=2)[CH2:10][CH2:9]1)=[O:7])(C)(C)C.C[O:36][C:37]([C@H:39]1[CH2:44][CH2:43][C@H:42](C(O)=O)[CH2:41][CH2:40]1)=[O:38].O[Li].O>>[CH3:34][O:33][C:26]1[CH:27]=[CH:28][CH:29]=[C:30]2[C:25]=1[NH:24][C:23]([C:21]([NH:20][C:17]1[CH:16]=[CH:15][C:14]([N:11]3[CH2:10][CH2:9][N:8]([C:6]([C@H:42]4[CH2:43][CH2:44][C@H:39]([C:37]([OH:38])=[O:36])[CH2:40][CH2:41]4)=[O:7])[CH2:13][CH2:12]3)=[CH:19][CH:18]=1)=[O:22])=[C:31]2[CH3:32] |f:2.3|.